From a dataset of the Open Reaction Database (ORD), a public repository of structured organic reaction records. describe an organic reaction: reactants, conditions, products, and yield The reactants are C1CCOC1, CN(C)c1ccccn1, CC(C)(F)c1cc(NC(=O)Oc2ccccc2)on1, Nc1cccc(O)c1. Product: CC(C)(F)c1cc(NC(=O)Nc2cccc(O)c2)on1. As a reaction SMILES: [CH2:37]1[O:38][CH2:39][CH2:40][CH2:41]1.[CH3:28][N:29]([c:30]1[cH:31][cH:32][cH:33][cH:34][n:35]1)[CH3:36].[F:1][C:2]([CH3:3])([CH3:4])[c:5]1[n:6][o:7][c:8]([NH:10][C:11]([O:12][c:13]2[cH:14][cH:15][cH:16][cH:17][cH:18]2)=[O:19])[cH:9]1.[NH2:20][c:21]1[cH:22][cH:23][cH:24][c:25]([OH:26])[cH:27]1>>[F:1][C:2]([CH3:3])([CH3:4])[c:5]1[n:6][o:7][c:8]([NH:10][C:11](=[O:19])[NH:20][c:21]2[cH:22][cH:23][cH:24][c:25]([OH:26])[cH:27]2)[cH:9]1.